From a dataset of the Open Reaction Database (ORD), a public repository of structured organic reaction records. describe an organic reaction: reactants, conditions, products, and yield Reactants: C(C1=CC=CC=C1)(=O)OC1=NOC(=C1)CC(=O)[O-].[Na+] (sodium (3-benzoyloxyisoxazol-5-yl)acetate), C(C(=O)Cl)(=O)Cl (oxalyl chloride). The reagents and catalysts are CN(C=O)C (N,N-dimethylformamide). Solvent: C(Cl)Cl (methylene chloride). Reaction conditions: time 30 minute. Yields the product C(C1=CC=CC=C1)(=O)OC1=NOC(=C1)CC(=O)Cl ((3-benzoyloxyisoxazol-5-yl)acetyl chloride). As a reaction SMILES: [C:1]([O:9][C:10]1[CH:14]=[C:13]([CH2:15][C:16]([O-:18])=O)[O:12][N:11]=1)(=[O:8])[C:2]1[CH:7]=[CH:6][CH:5]=[CH:4][CH:3]=1.[Na+].C(Cl)(=O)C([Cl:23])=O>C(Cl)Cl.CN(C)C=O>[C:1]([O:9][C:10]1[CH:14]=[C:13]([CH2:15][C:16]([Cl:23])=[O:18])[O:12][N:11]=1)(=[O:8])[C:2]1[CH:7]=[CH:6][CH:5]=[CH:4][CH:3]=1 |f:0.1|. Procedure: 0.59 g of sodium (3-benzoyloxyisoxazol-5-yl)acetate was suspended in 5 ml of methylene chloride, and 0.37 ml of oxalyl chloride were then added, with ice-cooling. After adding one drop of N,N-dimethylformamide, the mixture was stirred for 30 minutes. The solvent was then distilled off under reduced pressure to give (3-benzoyloxyisoxazol-5-yl)acetyl chloride, which was then dissolved in 5 ml of methylene chloride. This solution was added dropwise to a solution of 685 mg of benzhydryl 3-acetoxymet... Procedure details: To a stirred solution of 1,1-dimethylethyl 5-(aminothioxomethyl)hexahydropyrrolo[3,4-c]pyrrole-2(1H)-carboxylate (i.e. the product of Step A) (0.5 g, 18.42 mmol) in chloroform (20 mL) was added 2-chloro-1-[5-(2,6difluorophenyl)-4,5-dihydroisoxazol-3-yl]ethanone (i.e. the product of Step B) (0.478 g, 18.42 mmol) and pyridine (0.29 g, 37.12 mmol) at room temperature. The reaction mixture was heated at 90° C. for 5 h, cooled to room temperature and concentrated under reduced pressure. The resulting... Reaction conditions: temperature 90 celsius. Reaction SMILES: [NH2:1][C:2](=[S:18])[N:3]1[CH2:7][CH:6]2[CH2:8][N:9]([C:11]([O:13][C:14]([CH3:17])([CH3:16])[CH3:15])=[O:12])[CH2:10][CH:5]2[CH2:4]1.Cl[CH2:20][C:21]([C:23]1[CH2:27][CH:26]([C:28]2[C:33]([F:34])=[CH:32][CH:31]=[CH:30][C:29]=2[F:35])[O:25][N:24]=1)=O.N1C=CC=CC=1>C(Cl)(Cl)Cl>[F:35][C:29]1[CH:30]=[CH:31][CH:32]=[C:33]([F:34])[C:28]=1[CH:26]1[O:25][N:24]=[C:23]([C:21]2[N:1]=[C:2]([N:3]3[CH2:7][CH:6]4[CH2:8][N:9]([C:11]([O:13][C:14]([CH3:15])([CH3:17])[CH3:16])=[O:12])[CH2:10][CH:5]4[CH2:4]3)[S:18][CH:20]=2)[CH2:27]1. The solvent is C(Cl)(Cl)Cl (chloroform). The product is FC1=C(C(=CC=C1)F)C1CC(=NO1)C=1N=C(SC1)N1CC2C(C1)CN(C2)C(=O)OC(C)(C)C (1,1-dimethylethyl 5-[4-[5-(2,6-difluorophenyl)-4,5-dihydro-3-isoxazolyl]-2-thiazolyl]hexahydropyrrolo[3,4-c]pyrrol-2(1H)-carboxylate). The reactants are NC(N1CC2C(C1)CN(C2)C(=O)OC(C)(C)C)=S (1,1-dimethylethyl 5-(aminothioxomethyl)hexahydropyrrolo[3,4-c]pyrrole-2(1H)-carboxylate), NC(N1CC2C(C1)CN(C2)C(=O)OC(C)(C)C)=S (1,1-dimethylethyl 5-(aminothioxomethyl)hexahydropyrrolo[3,4-c]pyrrole-2(1H)-carboxylate), ClCC(=O)C1=NOC(C1)C1=C(C=CC=C1F)F (2-chloro-1-[5-(2,6difluorophenyl)-4,5-dihydroisoxazol-3-yl]ethanone), ClCC(=O)C1=NOC(C1)C1=C(C=CC=C1F)F (2-chloro-1-[5-(2,6-difluorophenyl)-4,5-dihydroisoxazol-3-yl]ethanone), N1=CC=CC=C1 (pyridine). Starting materials: ClC1=CC(=NC2=CC=C(C=C12)C)N1CCS(C2=C(C1)C=CC=C2)(=O)=O (4-(4-chloro-6-methylquinolin-2-yl)-2,3,4,5-tetrahydro-1,4-benzothiazepine 1,1-dioxide), N1=NC(=CC=C1)C(=O)N (pyridazine-3-carboxamide). The product is O=S1(CCN(CC2=C1C=CC=C2)C2=NC1=CC=C(C=C1C(=C2)NC(=O)C=2N=NC=CC2)C)=O (N-[2-(1,1-Dioxido-2,3-dihydro-1,4-benzothiazepin-4(5H)-yl)-6-methylquinolin-4-yl]pyridazine-3-carboxamide). RXN SMILES: Cl[C:2]1[C:11]2[C:6](=[CH:7][CH:8]=[C:9]([CH3:12])[CH:10]=2)[N:5]=[C:4]([N:13]2[CH2:19][C:18]3[CH:20]=[CH:21][CH:22]=[CH:23][C:17]=3[S:16](=[O:25])(=[O:24])[CH2:15][CH2:14]2)[CH:3]=1.[N:26]1[CH:31]=[CH:30][CH:29]=[C:28]([C:32]([NH2:34])=[O:33])[N:27]=1>>[O:24]=[S:16]1(=[O:25])[C:17]2[CH:23]=[CH:22][CH:21]=[CH:20][C:18]=2[CH2:19][N:13]([C:4]2[CH:3]=[C:2]([NH:34][C:32]([C:28]3[N:27]=[N:26][CH:31]=[CH:30][CH:29]=3)=[O:33])[C:11]3[C:6](=[CH:7][CH:8]=[C:9]([CH3:12])[CH:10]=3)[N:5]=2)[CH2:14][CH2:15]1. Procedure: The title compound was prepared in analogy to Example 3-1 in Scheme 5 by using 4-(4-chloro-6-methylquinolin-2-yl)-2,3,4,5-tetrahydro-1,4-benzothiazepine 1,1-dioxide (prepared in analogy to the one in Example 2-1) and pyridazine-3-carboxamide. MS obsd. (ESI+) [(M+H)+] 460, 1H NMR (400 MHz, CD3OD) δ ppm 9.52-9.48 (d, J=8 Hz, 1 H), 8.68 (s, 1 H), 8.62-8.58 (d, J=7.6 Hz, 1 H), 8.10-8.02 (m, 3 H), 7.94 (s, 1 H), 7.88-7.82 (d, J=8 Hz, 1 H), 7.75-7.68 (t, J=7.6 Hz, 2 H), 7.60-7.52 (t, J=7.2 Hz, 1 H), 5... The reactants are Cl (hydrochloric acid), C(CCCC)OC1=CC=C(C=C1)C(C)=O (p-pentyloxyacetophenone), C(C1=CC=C(C(=O)OC)C=C1)(=O)OC (dimethyl terephthalate), CC(C)([O-])C.[K+] (potassium tert-butoxide). Solvent: CO (methanol), CN(C=O)C (Dimethylformamide). Conditions: time 3.5 hour. Product: COC(=O)C1=CC=C(C=C1)C(CC(=O)C1=CC=C(C=C1)OCCCCC)=O (1-(4-methoxycarbonylphenyl)-3-(4-pentyloxyphenyl)propane-1,3-dione). The yield is 91.7%. Reaction SMILES: [CH2:1]([O:6][C:7]1[CH:12]=[CH:11][C:10]([C:13](=[O:15])[CH3:14])=[CH:9][CH:8]=1)[CH2:2][CH2:3][CH2:4][CH3:5].[C:16](OC)(=[O:27])[C:17]1[CH:26]=[CH:25][C:20]([C:21]([O:23][CH3:24])=[O:22])=[CH:19][CH:18]=1.CC(C)([O-])C.[K+].Cl>CO.CN(C)C=O>[CH3:24][O:23][C:21]([C:20]1[CH:25]=[CH:26][C:17]([C:16](=[O:27])[CH2:14][C:13]([C:10]2[CH:9]=[CH:8][C:7]([O:6][CH2:1][CH2:2][CH2:3][CH2:4][CH3:5])=[CH:12][CH:11]=2)=[O:15])=[CH:18][CH:19]=1)=[O:22] |f:2.3|. Procedure details: Dimethylformamide (485 l), p-pentyloxyacetophenone (30.3 kg) and dimethyl terephthalate (45.6 kg) were charged in 2000-liter reactor and stirred. To this mixture was added potassium tert-butoxide (24.7 kg) in several portions and, after that, a reaction was carried out at the inner temperature of 20 to 25° C. for 3.5 hours. After completion of the reaction, methanol (1210 l) was added to the reaction solution at 20 to 30° C. and then 6N hydrochloric acid (49 l) at 5 to 15° C. The mixture was sti...